describe an organic reaction: reactants, conditions, products, and yield From a dataset of the Open Reaction Database (ORD), a public repository of structured organic reaction records. The reactants are BrCc1ccccc1, CCCC[N+](CCCC)(CCCC)CCCC, C=CCCC(O)CC(OCC)OCC, [Cl-], [H-], [I-], [NH4+], [Na+], CN(C)C=O, O. Yields the product C=CCCC(CC(OCC)OCC)OCc1ccccc1. As a reaction SMILES: [Br:1][CH2:2][c:3]1[cH:4][cH:5][cH:6][cH:7][cH:8]1.[CH2:28]([N+:29]([CH2:30][CH2:31][CH2:32][CH3:33])([CH2:34][CH2:35][CH2:36][CH3:37])[CH2:38][CH2:39][CH2:40][CH3:41])[CH2:42][CH2:43][CH3:44].[CH2:9]([CH3:10])[O:11][CH:12]([CH2:13][CH:14]([CH2:15][CH2:16][CH:17]=[CH2:18])[OH:19])[O:20][CH2:21][CH3:22].[Cl-:25].[H-:23].[I-:27].[NH4+:26].[Na+:24].[O:46]=[CH:47][N:48]([CH3:49])[CH3:50].[OH2:45]>>[CH2:2]([c:3]1[cH:4][cH:5][cH:6][cH:7][cH:8]1)[O:19][CH:14]([CH2:13][CH:12]([O:11][CH2:9][CH3:10])[O:20][CH2:21][CH3:22])[CH2:15][CH2:16][CH:17]=[CH2:18]. Reactants: O=C([O-])[O-], CN1C(=O)CCC2(C)c3ccc(S)cc3CCC12, CN(C)C=O, CCOC(C)=O, Clc1ccc2nc(Cl)sc2c1, [K+], [K+]. Product: CN1C(=O)CCC2(C)c3ccc(Sc4nc5ccc(Cl)cc5s4)cc3CCC12. RXN SMILES: [C:19](=[O:20])([O-:21])[O-:22].[CH3:1][N:2]1[C:3](=[O:18])[CH2:4][CH2:5][C:6]2([CH3:17])[c:7]3[c:8]([cH:12][c:13]([SH:16])[cH:14][cH:15]3)[CH2:9][CH2:10][CH:11]12.[CH3:36][N:37]([CH3:38])[CH:39]=[O:40].[CH3:41][CH2:42][O:43][C:44](=[O:45])[CH3:46].[Cl:25][c:26]1[s:27][c:28]2[c:29]([n:30]1)[cH:31][cH:32][c:33]([Cl:35])[cH:34]2.[K+:23].[K+:24]>>[CH3:1][N:2]1[C:3](=[O:18])[CH2:4][CH2:5][C:6]2([CH3:17])[c:7]3[c:8]([cH:12][c:13]([S:16][c:26]4[s:27][c:28]5[c:29]([n:30]4)[cH:31][cH:32][c:33]([Cl:35])[cH:34]5)[cH:14][cH:15]3)[CH2:9][CH2:10][CH:11]12. Starting materials: CN(C)P(=O)(N(C)C)N(C)C, OCC(O)CI, [Na+], [OH-], O, O=C(O)c1ccc(NCCCCCCCCCCCO)cc1. The product is O=C(OCC(O)CO)c1ccc(NCCCCCCCCCCCO)cc1. RXN SMILES: [CH3:31][N:32]([P:33]([N:34]([CH3:35])[CH3:36])([N:37]([CH3:38])[CH3:39])=[O:40])[CH3:41].[I:25][CH2:26][CH:27]([CH2:28][OH:29])[OH:30].[Na+:24].[OH-:23].[OH2:42].[OH:1][CH2:2][CH2:3][CH2:4][CH2:5][CH2:6][CH2:7][CH2:8][CH2:9][CH2:10][CH2:11][CH2:12][NH:13][c:14]1[cH:15][cH:16][c:17]([C:18](=[O:19])[OH:20])[cH:21][cH:22]1>>[OH:1][CH2:2][CH2:3][CH2:4][CH2:5][CH2:6][CH2:7][CH2:8][CH2:9][CH2:10][CH2:11][CH2:12][NH:13][c:14]1[cH:15][cH:16][c:17]([C:18](=[O:19])[O:20][CH2:26][CH:27]([CH2:28][OH:29])[OH:30])[cH:21][cH:22]1. Starting materials: Cc1ccccc1[Mg]Br (effective_coupling_partner), CCN(CC)C(=O)Oc1ccc(C)cc1 (substrate). The reagents and catalysts are CC(O)c1ccccc1P(c2ccccc2)c3ccccc3. Reaction conditions: temperature 25 celsius, time 7 hour. Yields the product Cc2ccc(c1ccccc1C)cc2.